Dataset: the Open Reaction Database (ORD), a public repository of structured organic reaction records. Task: describe an organic reaction: reactants, conditions, products, and yield Starting materials: CCOC(=O)C(C)c1ccc2nc(-c3ccccc3Cl)oc2c1, [Na+], [OH-]. Product: CC(C(=O)O)c1ccc2nc(-c3ccccc3Cl)oc2c1. As a reaction SMILES: [Cl:1][c:2]1[c:3](-[c:8]2[o:9][c:10]3[c:11]([n:12]2)[cH:13][cH:14][c:15]([CH:17]([C:18](=[O:19])[O:20][CH2:21][CH3:22])[CH3:23])[cH:16]3)[cH:4][cH:5][cH:6][cH:7]1.[Na+:25].[OH-:24]>>[Cl:1][c:2]1[c:3](-[c:8]2[o:9][c:10]3[c:11]([n:12]2)[cH:13][cH:14][c:15]([CH:17]([C:18](=[O:19])[OH:20])[CH3:23])[cH:16]3)[cH:4][cH:5][cH:6][cH:7]1. The reactants are O=C([O-])[O-], ClCCCl, CCN=C=NCCCN(C)C, CN(C)C=O, Cl, [K+], [K+], NCCc1ccc([N+](=O)[O-])cc1, O, O=C(O)C(O)c1ccccc1, Oc1cccc2[nH]nnc12. Product: O=C(NCCc1ccc([N+](=O)[O-])cc1)C(O)c1ccccc1. Reaction SMILES: [C:24](=[O:25])([O-:26])[O-:27].[CH2:53]([Cl:54])[CH2:55][Cl:56].[CH3:41][N:42]([CH3:43])[CH2:44][CH2:45][CH2:46][N:47]=[C:48]=[N:49][CH2:50][CH3:51].[CH3:57][N:58]([CH3:59])[CH:60]=[O:61].[ClH:40].[K+:28].[K+:29].[N+:1](=[O:2])([O-:3])[c:4]1[cH:5][cH:6][c:7]([CH2:10][CH2:11][NH2:12])[cH:8][cH:9]1.[OH2:52].[OH:13][CH:14]([C:15]([OH:16])=[O:17])[c:18]1[cH:19][cH:20][cH:21][cH:22][cH:23]1.[OH:30][c:31]1[c:32]2[n:33][n:34][nH:35][c:36]2[cH:37][cH:38][cH:39]1>>[N+:1](=[O:2])([O-:3])[c:4]1[cH:5][cH:6][c:7]([CH2:10][CH2:11][NH:12][C:15]([CH:14]([OH:13])[c:18]2[cH:19][cH:20][cH:21][cH:22][cH:23]2)=[O:16])[cH:8][cH:9]1. Reactants: FC1=CC=C(C=C1)C1(CC(C1)(OC)OC)C#N (1-(4-Fluorophenyl)-3,3-dimethoxycyclobutanecarbonitrile), [OH-].[Na+] (NaOH), O (H2O). Run in C(C)O (ethanol). The product is FC1=CC=C(C=C1)C1(CC(C1)(OC)OC)C(=O)O (1-(4-Fluorophenyl)-3,3-dimethoxycyclobutanecarboxylic acid). Isolated yield 66.0%. RXN SMILES: [F:1][C:2]1[CH:7]=[CH:6][C:5]([C:8]2([C:16]#N)[CH2:11][C:10]([O:14][CH3:15])([O:12][CH3:13])[CH2:9]2)=[CH:4][CH:3]=1.[OH-:18].[Na+].[OH2:20]>C(O)C>[F:1][C:2]1[CH:7]=[CH:6][C:5]([C:8]2([C:16]([OH:20])=[O:18])[CH2:11][C:10]([O:14][CH3:15])([O:12][CH3:13])[CH2:9]2)=[CH:4][CH:3]=1 |f:1.2|. Procedure details: A solution of Intermediate 308A (1.4 g, 5.95 mmol) in ethanol (20 mL) and H2O (20 mL) was added a10% aq. solution of NaOH (10 mL, 5.95 mmol) and the reaction mixture was heated at reflux for 12 h. The reaction mixture was concentrated under reduced pressure to afford Intermediate 308B (1.0 g, 66% yield) as a gummy solid. The crude product was used in the subsequent reaction without purification. 1H NMR (400 MHz, chloroform-d) δ ppm 7.45 (dd, J=8.94, 5.05 Hz, 2H), 7.09 (t, J=8.66 Hz, 2H), 2.82-3.... Reported procedure: Triethylsilane (0.977 mL, 6.14 mmol) was added to a stirring, room temperature solution of 5-(3-phenylpropionyl)1H-pyrrole-2-carboxylic acid ethyl ester (175) (0.5374 g, 1.98 mmol) in trifluoroacetic acid (TFA) (4.72 mL, 0.42 M) under N2. The reaction was judged complete by HPLC after stirring at room temperature overnight. The TFA was removed under vacuum, and the crude product was purified by preparative reverse phase HPLC with the following conditions: 35:65 H2O:CH3CN; 20 mL/min.; λ=254 nM. H... Yields the product C(C)OC(=O)C=1NC(=CC1)CCCC1=CC=CC=C1 (5-(3-phenylpropyl)-1H-pyrrole-2-carboxylic acid ethyl ester). Solvent: FC(C(=O)O)(F)F (trifluoroacetic acid). Reaction conditions: time 8 hour. RXN SMILES: C([SiH](CC)CC)C.[CH2:8]([O:10][C:11]([C:13]1[NH:14][C:15]([C:18](=O)[CH2:19][CH2:20][C:21]2[CH:26]=[CH:25][CH:24]=[CH:23][CH:22]=2)=[CH:16][CH:17]=1)=[O:12])[CH3:9]>FC(F)(F)C(O)=O>[CH2:8]([O:10][C:11]([C:13]1[NH:14][C:15]([CH2:18][CH2:19][CH2:20][C:21]2[CH:22]=[CH:23][CH:24]=[CH:25][CH:26]=2)=[CH:16][CH:17]=1)=[O:12])[CH3:9]. Starting materials: C(C)[SiH](CC)CC (Triethylsilane), C(C)OC(=O)C=1NC(=CC1)C(CCC1=CC=CC=C1)=O (5-(3-phenylpropionyl)1H-pyrrole-2-carboxylic acid ethyl ester). Procedure: In 100 ml of ethanol were dissolved 10 g of 4-methoxycyclohexanone and 30 g of para-azidobenzaldehyde, after which a solution of 1 g of sodium hydroxide in 1 ml of water was added, and the resulting mixture was subjected to reaction in a brown flask at room temperature for 2 days. The crystals formed were separated by suction filtration, washed with ethanol, and then recrystallized from methyl Cellosolve to obtain 4.7 g of yellow crystals having a decomposition point of 145° to 150° C. (differen... Product: N(=[N+]=[N-])C1=CC=C(C=C2C(C(CC(C2)OC)=CC2=CC=C(C=C2)N=[N+]=[N-])=O)C=C1 (2,6-di(4'-azidobenzal)-4-methoxycyclohexanone). Yield: 15.6%. The reactants are [OH-].[Na+] (sodium hydroxide), COC1CCC(CC1)=O (4-methoxycyclohexanone), N(=[N+]=[N-])C1=CC=C(C=O)C=C1 (para-azidobenzaldehyde). As a reaction SMILES: [CH3:1][O:2][CH:3]1[CH2:8][CH2:7][C:6](=[O:9])[CH2:5][CH2:4]1.[N:10]([C:13]1[CH:20]=[CH:19][C:16]([CH:17]=O)=[CH:15][CH:14]=1)=[N+:11]=[N-:12].[OH-].[Na+]>C(O)C.O>[N:10]([C:13]1[CH:20]=[CH:19][C:16]([CH:17]=[C:7]2[CH2:8][CH:3]([O:2][CH3:1])[CH2:4][C:5](=[CH:17][C:16]3[CH:19]=[CH:20][C:13]([N:10]=[N+:11]=[N-:12])=[CH:14][CH:15]=3)[C:6]2=[O:9])=[CH:15][CH:14]=1)=[N+:11]=[N-:12] |f:2.3|. Solvent: O (water), C(C)O (ethanol). The reactants are Clc1ncnc2[nH]cc(Br)c12, [H-], [Na+], CN(C)C=O, O, O=S(=O)(Cl)c1ccccc1. The product is O=S(=O)(c1ccccc1)n1cc(Br)c2c(Cl)ncnc21. RXN SMILES: [Br:1][c:2]1[cH:3][nH:4][c:5]2[n:6][cH:7][n:8][c:9]([Cl:11])[c:10]12.[H-:12].[Na+:13].[O:25]=[CH:26][N:27]([CH3:28])[CH3:29].[OH2:24].[c:14]1([S:20](=[O:21])(=[O:22])[Cl:23])[cH:15][cH:16][cH:17][cH:18][cH:19]1>>[Br:1][c:2]1[cH:3][n:4]([S:20]([c:14]2[cH:15][cH:16][cH:17][cH:18][cH:19]2)(=[O:21])=[O:22])[c:5]2[n:6][cH:7][n:8][c:9]([Cl:11])[c:10]12. The reactants are CS(=O)(=O)OCCC=1OC2=C(C1)C=C(C=C2)C2=NC=C(C=C2)C(=O)N2CCOCC2 (2-{5-[5-(4-morpholinylcarbonyl)-2-pyridinyl]-1-benzofuran-2-yl}ethyl methanesulfonate), C(CC)N (propylamine). Yields the product N1(CCOCC1)C(=O)C=1C=CC(=NC1)C=1C=CC2=C(C=C(O2)CCNCCC)C1 (N-(2-{5-[5-(4-morpholinylcarbonyl)-2-pyridinyl]-1-benzofuran-2-yl}ethyl)-N-propylamine). Reaction SMILES: CS(O[CH2:6][CH2:7][C:8]1[O:9][C:10]2[CH:16]=[CH:15][C:14]([C:17]3[CH:22]=[CH:21][C:20]([C:23]([N:25]4[CH2:30][CH2:29][O:28][CH2:27][CH2:26]4)=[O:24])=[CH:19][N:18]=3)=[CH:13][C:11]=2[CH:12]=1)(=O)=O.[CH2:31]([NH2:34])[CH2:32][CH3:33]>>[N:25]1([C:23]([C:20]2[CH:21]=[CH:22][C:17]([C:14]3[CH:15]=[CH:16][C:10]4[O:9][C:8]([CH2:7][CH2:6][NH:34][CH2:31][CH2:32][CH3:33])=[CH:12][C:11]=4[CH:13]=3)=[N:18][CH:19]=2)=[O:24])[CH2:26][CH2:27][O:28][CH2:29][CH2:30]1. Procedure details: The product from Example 44E and propylamine were processed as described in Example 1D to provide the titled compound. 1HNMR (300 MHz, CD3OD) δ8.70 (m, 1H), 8.24 (d, J=1.8 Hz, 1H), 7.98 (m, 3H), 7.58 (d, J=8.7 Hz, 1H), 6.82 (s, 1H), 3.25-3.8 (m, 12H), 3.05 (t, J=7.5 Hz, 2H), 1.74 (m, 2H), 1.05 (t, J=7.5 Hz, 3H); MS (DCI) m/z 394 (+H)+; The reactants are C(C1=CC=CC=C1)N1C(=C(C=2C1=CN=C(C2)OC)C=O)C(C)C (1-benzyl-2-isopropyl-5-methoxy-1H-pyrrolo[2,3-c]pyridine-3-carbaldehyde), C(C1=CC=CC=C1)N1C(=C(C=2C1=CN=C(C2)OC)C=O)C(C)C (1-benzyl-2-isopropyl-5-methoxy-1H-pyrrolo[2,3-c]pyridine-3-carbaldehyde), NaH2PO4, [O-]Cl=O.[Na+] (NaClO2), NaH2PO4, [O-]Cl=O.[Na+] (NaClO2). Run in CC(C)(C)O (t-BuOH), CC(C)=CC (2-methyl-2-butene), O (H2O), O (H2O), CC(C)=CC (2-methyl-2-butene). Yields the product C(C1=CC=CC=C1)N1C(=C(C=2C1=CN=C(C2)OC)C(=O)O)C(C)C (1-Benzyl-2-isopropyl-5-methoxy-1H-pyrrolo[2,3-c]pyridine-3-carboxylic acid). RXN SMILES: [CH2:1]([N:8]1[C:12]2=[CH:13][N:14]=[C:15]([O:17][CH3:18])[CH:16]=[C:11]2[C:10]([CH:19]=[O:20])=[C:9]1[CH:21]([CH3:23])[CH3:22])[C:2]1[CH:7]=[CH:6][CH:5]=[CH:4][CH:3]=1.[O-:24]Cl=O.[Na+]>CC(O)(C)C.CC(=CC)C.O>[CH2:1]([N:8]1[C:12]2=[CH:13][N:14]=[C:15]([O:17][CH3:18])[CH:16]=[C:11]2[C:10]([C:19]([OH:24])=[O:20])=[C:9]1[CH:21]([CH3:23])[CH3:22])[C:2]1[CH:3]=[CH:4][CH:5]=[CH:6][CH:7]=1 |f:1.2|. Procedure details: To a solution of 1-benzyl-2-isopropyl-5-methoxy-1H-pyrrolo[2,3-c]pyridine-3-carbaldehyde (Compound 7, 20 mg, 0.065 mmol) in t-BuOH (1.5 ml) and 2-methyl-2-butene (1 ml) was added a solution of NaH2PO4 (94 mg, 0.78 mmol) and NaClO2 (80%, 73 mg, 0.65 mmol) in H2O (1.5 ml). The mixture was stirred at room temperature and additional 2-methyl-2-butene and a solution of NaH2PO4 and NaClO2 in H2O were added at the above ratio every 6-16 h until the progress of the reaction was satisfactory. The reactio... RXN SMILES: [CH2:3]([CH3:4])[n:5]1[c:6]2[cH:7][cH:8][cH:9][cH:10][c:11]2[c:12]2[c:17]1[CH:16]1[CH:15]([NH:20][CH:21]=[O:22])[CH2:14][CH:13]2[CH2:19][CH2:18]1.[CH3:24][I:25].[H-:1].[Na+:2].[OH2:23].[c:26]1([CH3:27])[c:28]([CH3:29])[cH:30][cH:31][cH:32][cH:33]1>>[CH2:3]([CH3:4])[n:5]1[c:6]2[cH:7][cH:8][cH:9][cH:10][c:11]2[c:12]2[c:17]1[CH:16]1[CH:15]([N:20]([CH:21]=[O:22])[CH3:24])[CH2:14][CH:13]2[CH2:19][CH2:18]1. Starting materials: CCn1c2c(c3ccccc31)C1CCC2C(NC=O)C1, CI, [H-], [Na+], O, Cc1ccccc1C. Product: CCn1c2c(c3ccccc31)C1CCC2C(N(C)C=O)C1. Reactants: O=C(O)c1ccc(-c2cnc3c(c2)N(Cc2cc(Cl)ccc2C(F)(F)F)CCN3)cc1, NCc1cccc(Cl)c1. Yields the product O=C(NCc1cccc(Cl)c1)c1ccc(-c2cnc3c(c2)N(Cc2cc(Cl)ccc2C(F)(F)F)CCN3)cc1. As a reaction SMILES: [Cl:1][c:2]1[cH:3][cH:4][c:5]([C:28]([F:29])([F:30])[F:31])[c:6]([CH2:7][N:8]2[c:9]3[c:10]([n:14][cH:15][c:16](-[c:18]4[cH:19][cH:20][c:21]([C:22](=[O:23])[OH:24])[cH:25][cH:26]4)[cH:17]3)[NH:11][CH2:12][CH2:13]2)[cH:27]1.[Cl:32][c:33]1[cH:34][c:35]([CH2:36][NH2:37])[cH:38][cH:39][cH:40]1>>[Cl:1][c:2]1[cH:3][cH:4][c:5]([C:28]([F:29])([F:30])[F:31])[c:6]([CH2:7][N:8]2[c:9]3[c:10]([n:14][cH:15][c:16](-[c:18]4[cH:19][cH:20][c:21]([C:22](=[O:23])[NH:37][CH2:36][c:35]5[cH:34][c:33]([Cl:32])[cH:40][cH:39][cH:38]5)[cH:25][cH:26]4)[cH:17]3)[NH:11][CH2:12][CH2:13]2)[cH:27]1.